Dataset: the Open Reaction Database (ORD), a public repository of structured organic reaction records. Task: describe an organic reaction: reactants, conditions, products, and yield Starting materials: C=CCN=C=O, COc1cc2nccc(Oc3ccc(N)cc3)c2cc1OC, CN(C)C=O, O. The product is C=CCNC(=O)Nc1ccc(Oc2ccnc3cc(OC)c(OC)cc23)cc1. Reaction SMILES: [CH2:23]([CH:24]=[CH2:25])[N:26]=[C:27]=[O:28].[CH3:1][O:2][c:3]1[cH:4][c:5]2[c:6]([O:15][c:16]3[cH:17][cH:18][c:19]([NH2:22])[cH:20][cH:21]3)[cH:7][cH:8][n:9][c:10]2[cH:11][c:12]1[O:13][CH3:14].[CH3:30][N:31]([CH3:32])[CH:33]=[O:34].[OH2:29]>>[CH3:1][O:2][c:3]1[cH:4][c:5]2[c:6]([O:15][c:16]3[cH:17][cH:18][c:19]([NH:22][C:27]([NH:26][CH2:23][CH:24]=[CH2:25])=[O:28])[cH:20][cH:21]3)[cH:7][cH:8][n:9][c:10]2[cH:11][c:12]1[O:13][CH3:14]. The reactants are BrC1=C(C=C(C(=C1)SCCCCCC)Br)SCCCCCC ((2,5-dibromo-1,4-phenylene)bis(hexylsulfane)), C(CCC)[Li] (butyllithium), CN(C=O)C (dimethylformamide). The product is BrC1=CC(=C(C=O)C=C1SCCCCCC)SCCCCCC (4-bromo-2,5-bis(hexylthio)benzaldehyde). The yield is 50.0%. As a reaction SMILES: Br[C:2]1[CH:7]=[C:6]([S:8][CH2:9][CH2:10][CH2:11][CH2:12][CH2:13][CH3:14])[C:5]([Br:15])=[CH:4][C:3]=1[S:16][CH2:17][CH2:18][CH2:19][CH2:20][CH2:21][CH3:22].C([Li])CCC.CN(C)[CH:30]=[O:31]>>[Br:15][C:5]1[C:6]([S:8][CH2:9][CH2:10][CH2:11][CH2:12][CH2:13][CH3:14])=[CH:7][C:2]([CH:30]=[O:31])=[C:3]([S:16][CH2:17][CH2:18][CH2:19][CH2:20][CH2:21][CH3:22])[CH:4]=1. Procedure: BrS6 was converted to BrS6A by the same methods as Br6A and BrC6A, using butyllithium and dimethylformamide. Products were purified by column chromatography with ethylacetate:hexane (1:30) eluent followed by recrystallization from methanol. Yellow powder is collected at a yield of 50%. For BrS6A, 1H NMR (500 MHz, CDCl3): δ 10.39 (s 1H), 7.64 (s 1H), 7.61 (s 1H), 3.00 (t 2H), 2.91 (t 2H), 1.73-1.65 (m 4H), 1.46 (m, 4H), 1.34-1.28 (m 8H), 0.89 (m 6H). Reactants: CCN=C=NCCCN(C)C, O=C(O)c1ccc2c(C3CCCCC3)c3n(c2c1)CC(C(=O)N1CCC(N2CCOCC2)CC1)=Cc1ccccc1-3, CCN(C(C)C)C(C)C, ClCCl, Cl, NCc1nnn[nH]1, On1nnc2ccccc21. Yields the product O=C(NCc1nnn[nH]1)c1ccc2c(C3CCCCC3)c3n(c2c1)CC(C(=O)N1CCC(N2CCOCC2)CC1)=Cc1ccccc1-3. Reaction SMILES: [CH3:52][N:53]([CH3:54])[CH2:55][CH2:56][CH2:57][N:58]=[C:59]=[N:60][CH2:61][CH3:62].[CH:1]1([c:7]2[c:8]3[cH:9][cH:10][c:11]([C:39](=[O:40])[OH:41])[cH:12][c:13]3[n:14]3[c:15]2-[c:16]2[c:17]([cH:35][cH:36][cH:37][cH:38]2)[CH:18]=[C:19]([C:21](=[O:22])[N:23]2[CH2:24][CH2:25][CH:26]([N:29]4[CH2:30][CH2:31][O:32][CH2:33][CH2:34]4)[CH2:27][CH2:28]2)[CH2:20]3)[CH2:2][CH2:3][CH2:4][CH2:5][CH2:6]1.[CH:42]([N:43]([CH2:44][CH3:45])[CH:46]([CH3:47])[CH3:48])([CH3:49])[CH3:50].[Cl:80][CH2:81][Cl:82].[ClH:51].[NH2:73][CH2:74][c:75]1[n:76][n:77][n:78][nH:79]1.[OH:63][n:64]1[c:65]2[cH:66][cH:67][cH:68][cH:69][c:70]2[n:71][n:72]1>>[CH:1]1([c:7]2[c:8]3[cH:9][cH:10][c:11]([C:39](=[O:41])[NH:73][CH2:74][c:75]4[n:76][n:77][n:78][nH:79]4)[cH:12][c:13]3[n:14]3[c:15]2-[c:16]2[c:17]([cH:35][cH:36][cH:37][cH:38]2)[CH:18]=[C:19]([C:21](=[O:22])[N:23]2[CH2:24][CH2:25][CH:26]([N:29]4[CH2:30][CH2:31][O:32][CH2:33][CH2:34]4)[CH2:27][CH2:28]2)[CH2:20]3)[CH2:2][CH2:3][CH2:4][CH2:5][CH2:6]1. Starting materials: [BH4-], CCCOc1c(C=O)cccc1OC(F)(F)F, CN, CO, [Na+]. Yields the product CCCOc1c(CNC)cccc1OC(F)(F)F. As a reaction SMILES: [BH4-:20].[CH2:3]([CH2:4][CH3:5])[O:6][c:7]1[c:8]([CH:9]=[O:10])[cH:11][cH:12][cH:13][c:14]1[O:15][C:16]([F:17])([F:18])[F:19].[CH3:1][NH2:2].[CH3:22][OH:23].[Na+:21]>>[CH3:1][NH:2][CH2:9][c:8]1[c:7]([O:6][CH2:3][CH2:4][CH3:5])[c:14]([O:15][C:16]([F:17])([F:18])[F:19])[cH:13][cH:12][cH:11]1. Starting materials: FC1=C(C=CC(=C1)F)C1=CC(=CC(=C1)N1C=NC2=C1C=CC(=C2)C=2C=NN(C2)CCOC2OCCCC2)NC(C)=O (N-(2′,4′-difluoro-5-(5-(1-(2-((tetrahydro-2H-pyran-2-yl)oxy)-ethyl)-1H-pyrazol-4-yl)-1H-benzo[d]imidazol-1-yl)-[1,1′-biphenyl]-3-yl)acetamide), C(C)(=O)Cl (acetyl chloride). The solvent is CO (methanol). Conditions: time 16 hour. Product: NC=1C=C(C=C(C1)C1=C(C=C(C=C1)F)F)N1C=NC2=C1C=CC(=C2)C=2C=NN(C2)CCO (2-(4-(1-(5-amino-2′,4′-difluoro-[1,1′-biphenyl]-3-yl)-1H-benzo[d]imidazol-5-yl)-1H-pyrazol-1-yl)ethanol). Yield: 28.0%. As a reaction SMILES: [F:1][C:2]1[CH:7]=[C:6]([F:8])[CH:5]=[CH:4][C:3]=1[C:9]1[CH:14]=[C:13]([N:15]2[C:19]3[CH:20]=[CH:21][C:22]([C:24]4[CH:25]=[N:26][N:27]([CH2:29][CH2:30][O:31]C5CCCCO5)[CH:28]=4)=[CH:23][C:18]=3[N:17]=[CH:16]2)[CH:12]=[C:11]([NH:38]C(=O)C)[CH:10]=1.C(Cl)(=O)C>CO>[NH2:38][C:11]1[CH:12]=[C:13]([N:15]2[C:19]3[CH:20]=[CH:21][C:22]([C:24]4[CH:25]=[N:26][N:27]([CH2:29][CH2:30][OH:31])[CH:28]=4)=[CH:23][C:18]=3[N:17]=[CH:16]2)[CH:14]=[C:9]([C:3]2[CH:4]=[CH:5][C:6]([F:8])=[CH:7][C:2]=2[F:1])[CH:10]=1. Procedure: To a solution of N-(2′,4′-difluoro-5-(5-(1-(2-((tetrahydro-2H-pyran-2-yl)oxy)-ethyl)-1H-pyrazol-4-yl)-1H-benzo[d]imidazol-1-yl)-[1,1′-biphenyl]-3-yl)acetamide (0.12 g, 0.125 mmol) in methanol (5 ml) was added (1 ml) acetyl chloride at 0° C. The mixture was stirred at RT for 16 h. The mixture was quenched and extracted as in Example 1(d). The solvent was distilled off to afford the product in 28% yield (0.026 g). 1H NMR (400 MHz, DMSO-d6): δ 8.53 (s, 1H), 8.20 (s, 1H), 7.97-7.95 (d, 2H), 7.69-7.6...